Dataset: the Open Reaction Database (ORD), a public repository of structured organic reaction records. Task: describe an organic reaction: reactants, conditions, products, and yield The reactants are N1(CCCC1)CCOC=1C=C(C=CC1C(F)(F)F)N (3-(2-pyrrolidin-1-yl-ethoxy)-4-trifluoromethyl-phenylamine), ClC1=NC=CC=C1C(=O)Cl (2-chloropyridine-3-carbonyl chloride), C(=O)(OC(C)(C)C)N1CCC(CC1)OC1=CC(=CC(=C1)C(F)(F)F)NC(=O)C=1C(=NC=CC1)Cl (1-Boc-4-{3-[(2-chloro-pyridine-3-carbonyl)-amino]-5-trifluoromethyl-phenoxy}-piperidine). The product is ClC1=C(C(=O)NC2=CC(=C(C=C2)C(F)(F)F)OCCN2CCCC2)C=CC=N1 (2-Chloro-N-[3-(2-pyrrolidin-1-yl-ethoxy)-4-trifluoromethyl-phenyl]-nicotinamide). RXN SMILES: [N:1]1([CH2:6][CH2:7][O:8][C:9]2[CH:10]=[C:11]([NH2:19])[CH:12]=[CH:13][C:14]=2[C:15]([F:18])([F:17])[F:16])[CH2:5][CH2:4][CH2:3][CH2:2]1.[Cl:20][C:21]1[C:26]([C:27](Cl)=[O:28])=[CH:25][CH:24]=[CH:23][N:22]=1.C(N1CCC(OC2C=C(C(F)(F)F)C=C(NC(C3C(Cl)=NC=CC=3)=O)C=2)CC1)(OC(C)(C)C)=O>>[Cl:20][C:21]1[N:22]=[CH:23][CH:24]=[CH:25][C:26]=1[C:27]([NH:19][C:11]1[CH:12]=[CH:13][C:14]([C:15]([F:17])([F:18])[F:16])=[C:9]([O:8][CH2:7][CH2:6][N:1]2[CH2:5][CH2:4][CH2:3][CH2:2]2)[CH:10]=1)=[O:28]. Reported procedure: 2-Chloro-N-[3-(2-pyrrolidin-1-yl-ethoxy)-4-trifluoromethyl-phenyl]-nicotinamide was prepared from 3-(2-pyrrolidin-1-yl-ethoxy)-4-trifluoromethyl-phenylamine and 2-chloropyridine-3-carbonyl chloride by a procedure similar to that described in the preparation of 1-Boc-4-{3-[(2-chloro-pyridine-3-carbonyl)-amino]-5-trifluoromethyl-phenoxy}-piperidine. Starting materials: C(CC=C)(=O)[O-].[K+] (potassium 3-butenoate), C(=CC1=CC=CC=C1)Br (styryl bromide), Ni(PPh3)3. Solvent: C(C)O (ethyl alcohol). Reaction conditions: temperature 105 celsius. Yields the product C1(=CC=CC=C1)C=CC=CCC(=O)O (6-phenyl-3,5-hexadienoic acid). RXN SMILES: [C:1]([O-:6])(=[O:5])[CH2:2][CH:3]=[CH2:4].[K+].[CH:8](Br)=[CH:9][C:10]1[CH:15]=[CH:14][CH:13]=[CH:12][CH:11]=1>C(O)C>[C:10]1([CH:9]=[CH:8][CH:4]=[CH:3][CH2:2][C:1]([OH:6])=[O:5])[CH:15]=[CH:14][CH:13]=[CH:12][CH:11]=1 |f:0.1|. Procedure: Proceeding as in Example 1, into a 100 cc flask were placed to react: 4.1 g of potassium 3-butenoate (3.3 10-2 mols), 6 g of styryl bromide, a cis-trans mixture, (3.3 10-2 mols), 2.9 g of Ni(PPh3)3 (3.3 10-2 mols) and 40 cc of ethyl alcohol. The mass was heated up to 105° C. under nitrogen atmosphere, for about 2 hours. Operating as in Example 1, there were obtained 2.2 g of 6-phenyl-3,5-hexadienoic acid, a mixture of isomers containing double cis and trans bonds. The reactants are FC(CNC=1C(N(C(=CN1)C)CC(=O)O)=O)(C1=NC=CC=C1)F ([3-(2,2-difluoro-2-pyridin-2-yl-ethylamino)-6-methyl-2-oxo-2H-pyrazin-1-yl]-acetic acid), FC(CN)(C1=NC=CC=C1)F (2,2-difluoro-2-(2-pyridyl)ethyl amine). Product: FC(CNC(CN1C(C(=NC=C1C)NCC(C1=NC=CC=C1)(F)F)=O)=O)(C1=NC=CC=C1)F (N-(2,2-Difluoro-2-pyridin-2-yl-ethyl)-2-[3-(2,2-difluoro-2-pyridin-2-yl-ethylamino)-6-methyl-2-oxo-2H-pyrazin-1-yl]-acetamide). As a reaction SMILES: [F:1][C:2]([F:23])([C:17]1[CH:22]=[CH:21][CH:20]=[CH:19][N:18]=1)[CH2:3][NH:4][C:5]1[C:6](=[O:16])[N:7]([CH2:12][C:13]([OH:15])=O)[C:8]([CH3:11])=[CH:9][N:10]=1.[F:24][C:25]([F:34])([C:28]1[CH:33]=[CH:32][CH:31]=[CH:30][N:29]=1)[CH2:26][NH2:27]>>[F:34][C:25]([F:24])([C:28]1[CH:33]=[CH:32][CH:31]=[CH:30][N:29]=1)[CH2:26][NH:27][C:13](=[O:15])[CH2:12][N:7]1[C:8]([CH3:11])=[CH:9][N:10]=[C:5]([NH:4][CH2:3][C:2]([F:1])([F:23])[C:17]2[CH:22]=[CH:21][CH:20]=[CH:19][N:18]=2)[C:6]1=[O:16]. Procedure: 5-1 was prepared from [3-(2,2-difluoro-2-pyridin-2-yl-ethylamino)-6-methyl-2-oxo-2H-pyrazin-1-yl]-acetic acid and 2,2-difluoro-2-(2-pyridyl)ethyl amine essentially according to the procedure of Example 1, Step K. Mass Spectrum: Found: (M+1)465.2.